This data is from the Open Reaction Database (ORD), a public repository of structured organic reaction records. The task is: describe an organic reaction: reactants, conditions, products, and yield Reactants: O=C(OCc1ccccc1)ON1C(=O)CCC1=O, C1CCOC1, CC(C)(N)COc1cccc(N)c1C#N, [Na+], O=C([O-])O, O. Product: CC(C)(COc1cccc(N)c1C#N)NC(=O)OCc1ccccc1. Reaction SMILES: [C:21]([O:22][CH2:23][c:24]1[cH:25][cH:26][cH:27][cH:28][cH:29]1)([O:30][N:32]1[C:33](=[O:34])[CH2:35][CH2:36][C:37]1=[O:38])=[O:31].[CH2:39]1[O:40][CH2:41][CH2:42][CH2:43]1.[NH2:1][c:2]1[c:3]([C:4]#[N:5])[c:6]([O:10][CH2:11][C:12]([CH3:13])([CH3:14])[NH2:15])[cH:7][cH:8][cH:9]1.[Na+:20].[O-:16][C:17]([OH:18])=[O:19].[OH2:44]>>[NH2:1][c:2]1[c:3]([C:4]#[N:5])[c:6]([O:10][CH2:11][C:12]([CH3:13])([CH3:14])[NH:15][C:21]([O:22][CH2:23][c:24]2[cH:25][cH:26][cH:27][cH:28][cH:29]2)=[O:30])[cH:7][cH:8][cH:9]1. Starting materials: ClC1=CC=C(C=N1)C(=O)N1[C@H](CN(CC1)S(=O)(=O)C1=CC=C(C=C1)C(F)(F)F)C ((2S)-1-[(6-Chloro-3-pyridinyl)carbonyl]-2-methyl-4-{[4-(trifluoromethyl)phenyl]sulfonyl}piperazine), N1CCOCC1 (morpholine). The solvent is C(C)(C)O (isopropanol). Run at temperature 120 celsius. The product is Cl.C[C@@H]1N(CCN(C1)S(=O)(=O)C1=CC=C(C=C1)C(F)(F)F)C(=O)C=1C=CC(=NC1)N1CCOCC1 (4-{5-[((2S)-2-Methyl-4-{[4-(trifluoromethyl)phenyl]sulfonyl}-1-piperazinyl)carbonyl]-2-pyridinyl}morpholine hydrochloride). The yield is 86.0%. RXN SMILES: [Cl:1][C:2]1[N:7]=[CH:6][C:5]([C:8]([N:10]2[CH2:15][CH2:14][N:13]([S:16]([C:19]3[CH:24]=[CH:23][C:22]([C:25]([F:28])([F:27])[F:26])=[CH:21][CH:20]=3)(=[O:18])=[O:17])[CH2:12][C@@H:11]2[CH3:29])=[O:9])=[CH:4][CH:3]=1.[NH:30]1[CH2:35][CH2:34][O:33][CH2:32][CH2:31]1>C(O)(C)C>[ClH:1].[CH3:29][C@H:11]1[CH2:12][N:13]([S:16]([C:19]2[CH:24]=[CH:23][C:22]([C:25]([F:28])([F:27])[F:26])=[CH:21][CH:20]=2)(=[O:18])=[O:17])[CH2:14][CH2:15][N:10]1[C:8]([C:5]1[CH:4]=[CH:3][C:2]([N:30]2[CH2:35][CH2:34][O:33][CH2:32][CH2:31]2)=[N:7][CH:6]=1)=[O:9] |f:3.4|. Procedure details: (2S)-1-[(6-Chloro-3-pyridinyl)carbonyl]-2-methyl-4-{[4-(trifluorom ethyl)phenyl]sulfonyl}piperazine (may be prepared as described in Example 26) (67 mg, 0.15 mmol) was weighed into a microwave vial, suspended in isopropanol (1.5 ml) and treated with morpholine (0.261 ml, 2.99 mmol). The mixture was heated in the microwave to 120° C. for 18 h with stirring. LCMS analysis showed clean conversion to product. The reaction mixture was concentrated to give the crude material as a colourless gum. This ... The reactants are C(CCC)[O-].[Na+] (sodium butanolate), N1N=CN=C1 (1,2,4-triazole), ClC1=CC=C(OCC2(OC2)C(C(C)C)(C)C)C=C1 (2-(4-chlorophenoxymethyl)-2-(1,1,2-trimethylpropyl)-oxirane). Run in C(CCC)O (n-butanol), C(CCC)O (n-butanol). The product is ClC1=CC=C(OCC(CN2N=CN=C2)(C(C(C)C)(C)C)O)C=C1 (2-(4-chlorophenoxymethyl)-1-(1,2,4-triazol-1-yl)-3,3,4-trimethylpentan-2-ol). Yield: 36.8%. As a reaction SMILES: [Cl:1][C:2]1[CH:18]=[CH:17][C:5]([O:6][CH2:7][C:8]2([C:11]([CH3:16])([CH3:15])[CH:12]([CH3:14])[CH3:13])[CH2:10][O:9]2)=[CH:4][CH:3]=1.C([O-])CCC.[Na+].[NH:25]1[CH:29]=[N:28][CH:27]=[N:26]1>C(O)CCC>[Cl:1][C:2]1[CH:18]=[CH:17][C:5]([O:6][CH2:7][C:8]([OH:9])([C:11]([CH3:16])([CH3:15])[CH:12]([CH3:14])[CH3:13])[CH2:10][N:25]2[CH:29]=[N:28][CH:27]=[N:26]2)=[CH:4][CH:3]=1 |f:1.2|. Reported procedure: 376 g of crude 2-(4-chlorophenoxymethyl)-2-(1,1,2-trimethylpropyl)-oxirane dissolved in 400 ml of n-butanol are added dropwise to a boiling solution of 13.4 g (0.14 mol) of sodium butanolate and 97 g (1.4 mols of 1,2,4-triazole in 400 ml of n-butanol in 1.5 hours. After boiling under reflux for 22 hours, the solvent is removed by distillation under reduced pressure and 500 ml of dichloromethane are added to the residue. Precipitated 2-(4-chlorophenoxymethyl)-1-(1,2,4-triazol-4-yl)-3,3,4-trimethy... Starting materials: Nc1ccc(F)c(Cl)c1, Clc1nc2ccccc2[nH]1. Yields the product Cl, Fc1ccc(Nc2nc3ccccc3[nH]2)cc1Cl. Reaction SMILES: [Cl:11][c:12]1[cH:13][c:14]([NH2:15])[cH:16][cH:17][c:18]1[F:19].[Cl:1][c:2]1[nH:3][c:4]2[c:5]([n:6]1)[cH:7][cH:8][cH:9][cH:10]2>>[ClH:1].[c:2]1([NH:15][c:14]2[cH:13][c:12]([Cl:11])[c:18]([F:19])[cH:17][cH:16]2)[nH:3][c:4]2[c:5]([n:6]1)[cH:7][cH:8][cH:9][cH:10]2. Reactants: CCCCCC1CCC(C=CCBr)CC1, CCCC1CCC(O)CC1, [H-], [Na+], C1CCOC1, O. Product: CCCCCC1CCC(C=CCOC2CCC(CCC)CC2)CC1. RXN SMILES: [CH2:18]([CH2:19][CH2:20][CH2:21][CH3:22])[CH:23]1[CH2:24][CH2:25][CH:26]([CH:29]=[CH:30][CH2:31][Br:32])[CH2:27][CH2:28]1.[CH2:8]([CH2:9][CH3:10])[CH:11]1[CH2:12][CH2:13][CH:14]([OH:17])[CH2:15][CH2:16]1.[H-:1].[Na+:2].[O:3]1[CH2:4][CH2:5][CH2:6][CH2:7]1.[OH2:33]>>[CH2:8]([CH2:9][CH3:10])[CH:11]1[CH2:12][CH2:13][CH:14]([O:17][CH2:31][CH:30]=[CH:29][CH:26]2[CH2:25][CH2:24][CH:23]([CH2:18][CH2:19][CH2:20][CH2:21][CH3:22])[CH2:28][CH2:27]2)[CH2:15][CH2:16]1. Reactants: FC1=C(N)C=CC(=C1)I (2-fluoro-4-iodoaniline), P(=O)([O-])([O-])[O-].[K+].[K+].[K+] (potassium phosphate), C(CO)O (ethylene glycol), N1CCC1 (azetidine). The reagents and catalysts are [Cu](I)I (copper iodide). Run in C(C)(C)O (isopropanol), C(C)(=O)OCC (ethyl acetate). Run at temperature 80 celsius. Yields the product N1(CCC1)C1=CC(=C(C=C1)N)F (4-azetidin-1-yl-2-fluoro-phenylamine). The yield is 80.7%. Reaction SMILES: [F:1][C:2]1[CH:8]=[C:7](I)[CH:6]=[CH:5][C:3]=1[NH2:4].P([O-])([O-])([O-])=O.[K+].[K+].[K+].C(O)CO.[NH:22]1[CH2:25][CH2:24][CH2:23]1>C(O)(C)C.C(OCC)(=O)C.[Cu](I)I>[N:22]1([C:7]2[CH:6]=[CH:5][C:3]([NH2:4])=[C:2]([F:1])[CH:8]=2)[CH2:25][CH2:24][CH2:23]1 |f:1.2.3.4|. Procedure: To a mixture of 2-fluoro-4-iodoaniline (1 g, 4.14 mmol), copper iodide (304 mg, 0.21 mmol) and potassium phosphate (1.75 g, 8.27 mmol) in ethylene glycol (465 μl, 8.27 mmol) and isopropanol (4 mL) in a bomb flask was added azetidine (304 mg, 5.17 mmol). The flask was sealed and heated to 80° C. for 24 hours. The reaction mixture was dissolved in ethyl acetate (50 mL), washed with water (3×50 mL), brine (50 mL), and the brine layer back extracted with ethyl acetate (2×50 mL). The combined organic... Reactants: FC1=C(C=C(C=C1)C1=C(C(CC(C1)OC(NC1=CC=CC=C1)=O)(C)C)/C=C/[C@H]1C[C@@H](CC(O1)=O)O[Si](C1=CC=CC=C1)(C1=CC=CC=C1)C(C)(C)C)C (Trans-(E)-6-{2{2-(4-flouro-3-methylphenyl)-4-phenylcarbamyloxy-6,6-dimethylcyclohexen-1-yl}ethenyl}-4-(t-butyldi-phenylsilyloxy)-3,4,5,6-tetrahydro-2H-pyran-2-one), [F-].C(CCC)[N+](CCCC)(CCCC)CCCC (tetrabutylammonium fluoride). Run in C1CCOC1 (THF), C(C)(=O)O (acetic acid). Product: FC1=C(C=C(C=C1)C1=C(C(CC(C1)OC(NC1=CC=CC=C1)=O)(C)C)/C=C/[C@H]1C[C@@H](CC(O1)=O)O)C (Trans-(E)-6{2-{2-(4-flouro-3-methylphenyl)-4-phenylcarbamyloxy-6,6-dimethylcyclohexen-1-yl}ethenyl}-4-hydroxy-3.4.5.6-tetrahydro-2H-pyran-2-one). The yield is 74.9%. As a reaction SMILES: [F:1][C:2]1[CH:7]=[CH:6][C:5]([C:8]2[CH2:13][CH:12]([O:14][C:15](=[O:23])[NH:16][C:17]3[CH:22]=[CH:21][CH:20]=[CH:19][CH:18]=3)[CH2:11][C:10]([CH3:25])([CH3:24])[C:9]=2/[CH:26]=[CH:27]/[C@@H:28]2[O:33][C:32](=[O:34])[CH2:31][C@@H:30]([O:35][Si](C(C)(C)C)(C3C=CC=CC=3)C3C=CC=CC=3)[CH2:29]2)=[CH:4][C:3]=1[CH3:53].[F-].C([N+](CCCC)(CCCC)CCCC)CCC>C1COCC1.C(O)(=O)C>[F:1][C:2]1[CH:7]=[CH:6][C:5]([C:8]2[CH2:13][CH:12]([O:14][C:15](=[O:23])[NH:16][C:17]3[CH:22]=[CH:21][CH:20]=[CH:19][CH:18]=3)[CH2:11][C:10]([CH3:25])([CH3:24])[C:9]=2/[CH:26]=[CH:27]/[C@@H:28]2[O:33][C:32](=[O:34])[CH2:31][C@@H:30]([OH:35])[CH2:29]2)=[CH:4][C:3]=1[CH3:53] |f:1.2|. Procedure: In a manner similar to Scheme V, 38 (0.20 gm) was treated with tetrabutylammonium fluoride in THF and acetic acid and, after workup, purified by SiO2 using 1:1 hexanes:EtOAc as eluent and yielded 0.101 g of product. mp 73°-5° C. Anal. C29H32FNO5 : Theory C: 70.57; H: 6.54; N:2.84. Found C.: 70.37; H: 6.94; N: 3.06. Reactants: O=C1CCC(=O)N1Br, CS(C)=O, CC#N, COC(=O)c1nccnc1N. Product: COC(=O)c1nc(Br)cnc1N. Reaction SMILES: [Br:12][N:13]1[C:14](=[O:15])[CH2:16][CH2:17][C:18]1=[O:19].[CH3:20][S:21]([CH3:22])=[O:23].[CH3:24][C:25]#[N:26].[NH2:1][c:2]1[c:3]([C:8](=[O:9])[O:10][CH3:11])[n:4][cH:5][cH:6][n:7]1>>[NH2:1][c:2]1[c:3]([C:8](=[O:9])[O:10][CH3:11])[n:4][c:5]([Br:12])[cH:6][n:7]1. Starting materials: ClC1=C(C=CC(=C1)Cl)I (2,4-Dichloro-1-iodo-benzene), C(=O)([O-])[O-].[Cs+].[Cs+] (Cs2CO3), CC1(C2=C(C(=CC=C2)P(C3=CC=CC=C3)C4=CC=CC=C4)OC5=C(C=CC=C51)P(C6=CC=CC=C6)C7=CC=CC=C7)C (Xantphos), FC(C1=CC=C(C=C1)C(C)=O)(F)F (1-(4-Trifluoromethyl-phenyl)ethanone). Reagents/catalysts: C=1C=CC(=CC1)/C=C/C(=O)/C=C/C2=CC=CC=C2.C=1C=CC(=CC1)/C=C/C(=O)/C=C/C2=CC=CC=C2.[Pd] (Pd(dba)2). Solvent: O1CCOCC1 (dioxane). The product is ClC1=C(C=CC(=C1)Cl)CC(=O)C1=CC=C(C=C1)C(F)(F)F (2-(2,4-Dichloro-phenyl)-1-(4-trifluoromethyl-phenyl)ethanone). As a reaction SMILES: [Cl:1][C:2]1[CH:7]=[C:6]([Cl:8])[CH:5]=[CH:4][C:3]=1I.C([O-])([O-])=O.[Cs+].[Cs+].CC1(C)C2C(=C(P(C3C=CC=CC=3)C3C=CC=CC=3)C=CC=2)OC2C(P(C3C=CC=CC=3)C3C=CC=CC=3)=CC=CC1=2.[F:58][C:59]([F:70])([F:69])[C:60]1[CH:65]=[CH:64][C:63]([C:66](=[O:68])[CH3:67])=[CH:62][CH:61]=1>O1CCOCC1.C1C=CC(/C=C/C(/C=C/C2C=CC=CC=2)=O)=CC=1.C1C=CC(/C=C/C(/C=C/C2C=CC=CC=2)=O)=CC=1.[Pd]>[Cl:1][C:2]1[CH:7]=[C:6]([Cl:8])[CH:5]=[CH:4][C:3]=1[CH2:67][C:66]([C:63]1[CH:64]=[CH:65][C:60]([C:59]([F:58])([F:69])[F:70])=[CH:61][CH:62]=1)=[O:68] |f:1.2.3,7.8.9|. Procedure: A solution of 6 g of 2,4-Dichloro-1-iodo-benzene, 15.7 g of Cs2CO3, 63 mg of Pd(dba)2 (Bis(dibenzylidenacetonpalladium), 127 mg of Xantphos (9,9-Dimethyl-4,5-bis(diphenylphosphino)xanthene) and 8.3 g of 1-(4-Trifluoromethyl-phenyl)ethanone in 45 ml of dioxane was heated under argon for 30 min at 150° C. by microwave irradiation. After cooling to room temperature and dilution with saturated aqueous sodium hydrogen carbonate solution, the reaction mixture was filtered through a chem Elut® cartridg...